This data is from the Open Reaction Database (ORD), a public repository of structured organic reaction records. The task is: describe an organic reaction: reactants, conditions, products, and yield Starting materials: BrC=1C(=NC=C(C(=O)NC2=CC=C(C=C2)OC(F)(F)Cl)C1)N1C[C@@H](CC1)O ((R)-5-bromo-N-(4-(chlorodifluoromethoxy)phenyl)-6-(3-hydroxypyrrolidin-1-yl)nicotinamide), ClC1=NC=C(C=C1B1OC(C(O1)(C)C)(C)C)F (2-chloro-5-fluoro-3-(4,4,5,5-tetramethyl-1,3,2-dioxaborolan-2-yl)pyridine). Yields the product ClC1=NC=C(C=C1C=1C(=NC=C(C1)C(=O)NC1=CC=C(C=C1)OC(F)(F)Cl)N1C[C@@H](CC1)O)F ((R)-2′-Chloro-N-(4-(chlorodifluoromethoxy)phenyl)-5′-fluoro-2-(3-hydroxypyrrolidin-1-yl)-[3,3′-bipyridine]-5-carboxamide). RXN SMILES: Br[C:2]1[C:3]([N:22]2[CH2:26][CH2:25][C@@H:24]([OH:27])[CH2:23]2)=[N:4][CH:5]=[C:6]([CH:21]=1)[C:7]([NH:9][C:10]1[CH:15]=[CH:14][C:13]([O:16][C:17]([Cl:20])([F:19])[F:18])=[CH:12][CH:11]=1)=[O:8].[Cl:28][C:29]1[C:34](B2OC(C)(C)C(C)(C)O2)=[CH:33][C:32]([F:44])=[CH:31][N:30]=1>>[Cl:28][C:29]1[C:34]([C:2]2[C:3]([N:22]3[CH2:26][CH2:25][C@@H:24]([OH:27])[CH2:23]3)=[N:4][CH:5]=[C:6]([C:7]([NH:9][C:10]3[CH:15]=[CH:14][C:13]([O:16][C:17]([Cl:20])([F:19])[F:18])=[CH:12][CH:11]=3)=[O:8])[CH:21]=2)=[CH:33][C:32]([F:44])=[CH:31][N:30]=1. Reported procedure: The title compound was prepared in an analogous fashion to that described in Example 287 using (R)-5-bromo-N-(4-(chlorodifluoromethoxy)phenyl)-6-(3-hydroxypyrrolidin-1-yl)nicotinamide (Stage 171.1) and 2-chloro-5-fluoro-3-(4,4,5,5-tetramethyl-1,3,2-dioxaborolan-2-yl)pyridine to afford a slightly rose powder. UPLC-MS (Condition 3), tR=1.09 min, m/z=513.2/515.1 [M+H]+; 1H-NMR (600 MHz, DMSO-d6) δ ppm 1.67-1.96 (m, 2H) 2.86-3.50 (m, 4H) 4.14-4.29 (m, 1H) 7.33 (d, J=8.78 Hz, 2H) 7.85 (d, J=9.15 Hz, ... Starting materials: N[C@H](C)CCCCC ((R)-(−)-2-aminoheptane), [OH-].[Na+] (NaOH), C(C1=CC=CC=C1)=O (benzaldehyde), C(C)(=O)O[BH-](OC(C)=O)OC(C)=O.[Na+] (sodium triacetoxyborohydride). The solvent is C(Cl)Cl (CH2Cl2), CC(=O)O (HOAc), C(Cl)Cl (CH2Cl2). Run at temperature 0 celsius, time 28 hour. Product: C(C1=CC=CC=C1)N[C@H](C)CCCCC ((R)-(−)-2-Benzylaminoheptane). RXN SMILES: [NH2:1][C@@H:2]([CH2:4][CH2:5][CH2:6][CH2:7][CH3:8])[CH3:3].[CH:9](=O)[C:10]1[CH:15]=[CH:14][CH:13]=[CH:12][CH:11]=1.C(O[BH-](OC(=O)C)OC(=O)C)(=O)C.[Na+].[OH-].[Na+]>C(Cl)Cl.CC(O)=O>[CH2:9]([NH:1][C@@H:2]([CH2:4][CH2:5][CH2:6][CH2:7][CH3:8])[CH3:3])[C:10]1[CH:15]=[CH:14][CH:13]=[CH:12][CH:11]=1 |f:2.3,4.5|. Procedure details: A sample of 0.65 mL (4.4 mmol) of (R)-(−)-2-aminoheptane (R-44) 0.44 mL (4.4 mmol) of benzaldehyde and 0.1 mL of HOAc were combined in 40 mL of CH2Cl2 and then cooled to 0° C. To the reaction mixture was added 2.75 mg (13 mmol) of sodium triacetoxyborohydride in one portion, which was stirred under argon at room temperature for 28 hours. The reaction mixture was diluted with 30 mL of CH2Cl2, cooled in an ice bath and 80 mL of 5% NaOH (in water) was added. Fractions were separated, organics (Na2S... Reactants: O=C1N(C(C2=CC=CC=C12)=O)CCN1N(C(C(=C1C)C(=O)NC1=CC(=C(C=C1)OC1=CC=NC2=CC(=CC=C12)OC)F)=O)C1=CC=CC=C1 (1-(2-(1,3-dioxoisoindolin-2-yl)ethyl)-N-(3-fluoro-4-(7-methoxyquinolin-4-yloxy)phenyl)-5-methyl-3-oxo-2-phenyl-2,3-dihydro-1H-pyrazole-4-carboxamide), O.CCO (H2O EtOH), NN (hydrazine), C(=O)(O)[O-].[Na+] (NaHCO3). Run in CCOC(=O)C (EtOAc). Reaction conditions: temperature 50 celsius. Yields the product NCCN1N(C(C(=C1C)C(=O)NC1=CC(=C(C=C1)OC1=CC=NC2=CC(=CC=C12)OC)F)=O)C1=CC=CC=C1 (1-(2-aminoethyl)-N-(3-fluoro-4-((7-(methyloxy)-4-quinolinyl)oxy)phenyl)-5-methyl-3-oxo-2-phenyl-2,3-dihydro-1H-pyrazole-4-carboxamide). Isolated yield 82.1%. RXN SMILES: O=C1C2C(=CC=CC=2)C(=O)[N:3]1[CH2:12][CH2:13][N:14]1[C:18]([CH3:19])=[C:17]([C:20]([NH:22][C:23]2[CH:28]=[CH:27][C:26]([O:29][C:30]3[C:39]4[C:34](=[CH:35][C:36]([O:40][CH3:41])=[CH:37][CH:38]=4)[N:33]=[CH:32][CH:31]=3)=[C:25]([F:42])[CH:24]=2)=[O:21])[C:16](=[O:43])[N:15]1[C:44]1[CH:49]=[CH:48][CH:47]=[CH:46][CH:45]=1.O.CCO.NN.C([O-])(O)=O.[Na+]>CCOC(C)=O>[NH2:3][CH2:12][CH2:13][N:14]1[C:18]([CH3:19])=[C:17]([C:20]([NH:22][C:23]2[CH:28]=[CH:27][C:26]([O:29][C:30]3[C:39]4[C:34](=[CH:35][C:36]([O:40][CH3:41])=[CH:37][CH:38]=4)[N:33]=[CH:32][CH:31]=3)=[C:25]([F:42])[CH:24]=2)=[O:21])[C:16](=[O:43])[N:15]1[C:44]1[CH:45]=[CH:46][CH:47]=[CH:48][CH:49]=1 |f:1.2,4.5|. Procedure: To a solution of 1-(2-(1,3-dioxoisoindolin-2-yl)ethyl)-N-(3-fluoro-4-(7-methoxyquinolin-4-yloxy)phenyl)-5-methyl-3-oxo-2-phenyl-2,3-dihydro-1H-pyrazole-4-carboxamide (0.20 g, 0.30 mmol) in 1:1 H2O/EtOH was added hydrazine (0.049 g, 1.5 mmol). The reaction was heated to 50° C. for 8 hours and then cooled to RT. The reaction mixture was then diluted with 20 mL of satd. NaHCO3 aq. solution and 60 mL of EtOAc. The organic phase was separated and washed with 30 mL of brine, dried over Na2SO4 and conc... Reactants: COC1=CC=C(CS[C@H]2C[C@H](N(C2)C(=O)OCC2=CC=C(C=C2)[N+](=O)[O-])C(=O)O)C=C1 ((2S,4S)-4-(4-methoxybenzylthio)-1-(4-nitrobenzyloxycarbonyl)-2-pyrrolidinecarboxylic acid), FC(C(=O)O)(F)F.N1(N=CN=C1)[C@@H]1CNCC1 ((3S)-3-(1-1,2,4-triazolyl)pyrrolidine trifluoroacetate), C(C)(C)N(CC)C(C)C (diisopropylethylamine), C(C(C)(C)C)(=O)Cl (pivaloyl chloride). Run in C(C)N(CC)CC (triethylamine), O1CCCC1 (tetrahydrofuran), C(C)#N (acetonitrile). Run at temperature 0 celsius, time 5 minute. Yields the product COC1=CC=C(CS[C@H]2C[C@H](N(C2)C(=O)OCC2=CC=C(C=C2)[N+](=O)[O-])C(=O)N2C[C@H](CC2)N2N=CN=C2)C=C1 ([2S,4S)-4-(4-methoxybenzylthio)-2-[(3S)-3-(1-1,2,4-triazolyl)-1-pyrrolidinylcarbonyl)-1-(4-nitrobenzyloxycarbonyl]pyrrolidine). Yield: 150.2%. Reaction SMILES: [CH3:1][O:2][C:3]1[CH:31]=[CH:30][C:6]([CH2:7][S:8][C@@H:9]2[CH2:13][N:12]([C:14]([O:16][CH2:17][C:18]3[CH:23]=[CH:22][C:21]([N+:24]([O-:26])=[O:25])=[CH:20][CH:19]=3)=[O:15])[C@H:11]([C:27](O)=[O:28])[CH2:10]2)=[CH:5][CH:4]=1.C(Cl)(=O)C(C)(C)C.FC(F)(F)C(O)=O.[N:46]1([C@H:51]2[CH2:55][CH2:54][NH:53][CH2:52]2)[CH:50]=[N:49][CH:48]=[N:47]1.C(N(C(C)C)CC)(C)C>O1CCCC1.C(#N)C.C(N(CC)CC)C>[CH3:1][O:2][C:3]1[CH:4]=[CH:5][C:6]([CH2:7][S:8][C@@H:9]2[CH2:13][N:12]([C:14]([O:16][CH2:17][C:18]3[CH:19]=[CH:20][C:21]([N+:24]([O-:26])=[O:25])=[CH:22][CH:23]=3)=[O:15])[C@H:11]([C:27]([N:53]3[CH2:54][CH2:55][C@H:51]([N:46]4[CH:50]=[N:49][CH:48]=[N:47]4)[CH2:52]3)=[O:28])[CH2:10]2)=[CH:30][CH:31]=1 |f:2.3|. Procedure: 768 mg of (2S,4S)-4-(4-methoxybenzylthio)-1-(4-nitrobenzyloxycarbonyl)-2-pyrrolidinecarboxylic acid were dissolved in 8 ml of dry tetrahydrofuran, and the resulting solution was cooled to 0° C. 191 mg of triethylamine were added to the solution, followed by 218 mg of pivaloyl chloride, and then the mixture was stirred at the same temperature for 5 minutes. At the end of this time, a mixture of 238 mg of (3S)-3-(1-1,2,4-triazolyl)pyrrolidine trifluoroacetate, 440 mg of diisopropylethylamine and 7... Product: CC(C1=CC=C(C=C1)OC)C1=CC2=C(C=C1OC)OCO2 ((α-Methyl-4-methoxybenzyl)-3,4-methylenedioxy-6-methoxybenzene). As a reaction SMILES: [CH2:1]1[O:5][C:4]2[CH:6]=[C:7]([OH:10])[CH:8]=[CH:9][C:3]=2[O:2]1.[CH3:11][O:12][C:13]1[CH:18]=[CH:17][C:16]([CH:19](O)[CH3:20])=[CH:15][CH:14]=1.[C:22](O)(=O)C(O)=O>C(O)(=O)C.O>[CH3:20][CH:19]([C:8]1[C:7]([O:10][CH3:22])=[CH:6][C:4]2[O:5][CH2:1][O:2][C:3]=2[CH:9]=1)[C:16]1[CH:17]=[CH:18][C:13]([O:12][CH3:11])=[CH:14][CH:15]=1. Reactants: C1OC2=C(O1)C=C(C=C2)O (sesamol), COC1=CC=C(C=C1)C(C)O (1-(4-methoxyphenyl)ethanol), C(C(=O)O)(=O)O (oxalic acid). Procedure details: (α-Methyl-4-methoxybenzyl)-3,4-methylenedioxy-6-methoxybenzene was prepared according to the following procedure: A solution of sesamol (27.6 g, 0.2 mole), 1-(4-methoxyphenyl)ethanol (30.4 g, 0.2 mole), and oxalic acid (2 g) in glacial acetic acid (60 ml) and water (10 ml) was refluxed for 7 hours, diluted with water, and extracted with ether. Distillation of the ether extract gave an oil, b.p. 235°-237° at 5 mm Hg (53 g), which crystallized from benzene-skelly solve F to yield glistening, color... Run in C(C)(=O)O (acetic acid), O (water), O (water). The reactants are BrC1=CC=C(S1)C(=O)OCC (ethyl 5-bromothiophene-2-carboxylate), CC1(NCCNC1)C (2,2-dimethyl-piperazine), C1(=CC=CC=C1)P(C1=C(C2=CC=CC=C2C=C1)C1=C(C=CC2=CC=CC=C12)P(C1=CC=CC=C1)C1=CC=CC=C1)C1=CC=CC=C1 (rac-2,2′-bis(diphenylphosphino)-1,1′-binaphthyl), C([O-])([O-])=O.[Cs+].[Cs+] (cesium carbonate). The reagents and catalysts are C(C)(=O)[O-].[Pd+2].C(C)(=O)[O-] (Palladium(II) acetate). Solvent: C1(=CC=CC=C1)C (toluene). Reaction conditions: temperature 110 celsius, time 23 hour. Yields the product CC1(CN(CCN1)C1=CC=C(S1)C(=O)OCC)C (ethyl 5-(3,3-dimethylpiperazin-1-yl)thiophene-2-carboxylate). Yield: 36.1%. As a reaction SMILES: Br[C:2]1[S:6][C:5]([C:7]([O:9][CH2:10][CH3:11])=[O:8])=[CH:4][CH:3]=1.[CH3:12][C:13]1([CH3:19])[CH2:18][NH:17][CH2:16][CH2:15][NH:14]1.C1(P(C2C=CC=CC=2)C2C=CC3C(=CC=CC=3)C=2C2C3C(=CC=CC=3)C=CC=2P(C2C=CC=CC=2)C2C=CC=CC=2)C=CC=CC=1.C(=O)([O-])[O-].[Cs+].[Cs+]>C1(C)C=CC=CC=1.C([O-])(=O)C.[Pd+2].C([O-])(=O)C>[CH3:12][C:13]1([CH3:19])[NH:14][CH2:15][CH2:16][N:17]([C:2]2[S:6][C:5]([C:7]([O:9][CH2:10][CH3:11])=[O:8])=[CH:4][CH:3]=2)[CH2:18]1 |f:3.4.5,7.8.9|. Reported procedure: Palladium(II) acetate (0.112 g, 0.50 mmol) was added to ethyl 5-bromothiophene-2-carboxylate (1.175 g, 5 mmol), 2,2-dimethyl-piperazine (0.571 g, 5.00 mmol), rac-2,2′-bis(diphenylphosphino)-1,1′-binaphthyl (0.311 g, 0.50 mmol) and cesium carbonate (2.281 g, 7.00 mmol) in toluene (50.0 ml) at 20° C. under nitrogen. The resulting suspension was stirred at 110° C. for 23 h. The crude product was purified by ion exchange chromatography, using a SCX2 column. The crude material was dissolved in methan... Reactants: CC(C)(C)OC(=O)C=Cc1cc[nH]c1, O=S(=O)(Cl)c1ccc(-n2cccn2)cc1. The product is CC(C)(C)OC(=O)C=Cc1ccn(S(=O)(=O)c2ccc(-n3cccn3)cc2)c1. As a reaction SMILES: [C:1]([CH3:2])([CH3:3])([CH3:4])[O:5][C:6]([CH:7]=[CH:8][c:9]1[cH:10][nH:11][cH:12][cH:13]1)=[O:14].[n:15]1(-[c:20]2[cH:21][cH:22][c:23]([S:26](=[O:27])(=[O:28])[Cl:29])[cH:24][cH:25]2)[n:16][cH:17][cH:18][cH:19]1>>[C:1]([CH3:2])([CH3:3])([CH3:4])[O:5][C:6]([CH:7]=[CH:8][c:9]1[cH:10][n:11]([S:26]([c:23]2[cH:22][cH:21][c:20](-[n:15]3[n:16][cH:17][cH:18][cH:19]3)[cH:25][cH:24]2)(=[O:27])=[O:28])[cH:12][cH:13]1)=[O:14]. The reactants are COc1ccccc1CCl, CCO, OCCN1CCNCC1. The product is COc1ccccc1CN1CCN(CCO)CC1. RXN SMILES: [CH3:1][O:2][c:3]1[c:4]([CH2:5][Cl:6])[cH:7][cH:8][cH:9][cH:10]1.[CH3:20][CH2:21][OH:22].[OH:11][CH2:12][CH2:13][N:14]1[CH2:15][CH2:16][NH:17][CH2:18][CH2:19]1>>[CH3:1][O:2][c:3]1[c:4]([CH2:5][N:17]2[CH2:16][CH2:15][N:14]([CH2:13][CH2:12][OH:11])[CH2:19][CH2:18]2)[cH:7][cH:8][cH:9][cH:10]1. Reactants: [OH-].[Na+] (NaOH), CC1=C(C(=CC=2NC(=NC21)SCC2=NC=C(C(=C2C)OC)C)C)OCCCCCCC (4,6-dimethyl-5-heptyloxy-2-[[(4-methoxy-3,5-dimethyl-2-pyridinyl)methyl]thio]-1H-benzimidazole), ClC1=CC(=CC=C1)C(=O)OO (m-Chloroperbenzoic acid). The solvent is O (water), C(Cl)Cl (CH2Cl2), C(Cl)Cl (CH2Cl2). Run at temperature -10 celsius, time 10 minute. Yields the product CC1=C(C(=CC=2NC(=NC21)S(=O)CC2=NC=C(C(=C2C)OC)C)C)OCCCCCCC (4,6-dimethyl-5-heptyloxy -2-[[(4-methoxy-3,5-dimethyl-2-pyridinyl)methyl]sulfinyl]-1H-benzimidazole). As a reaction SMILES: ClC1C=CC=C(C(OO)=[O:9])C=1.[CH3:12][C:13]1[C:21]2[N:20]=[C:19]([S:22][CH2:23][C:24]3[C:29]([CH3:30])=[C:28]([O:31][CH3:32])[C:27]([CH3:33])=[CH:26][N:25]=3)[NH:18][C:17]=2[CH:16]=[C:15]([CH3:34])[C:14]=1[O:35][CH2:36][CH2:37][CH2:38][CH2:39][CH2:40][CH2:41][CH3:42].[OH-].[Na+]>C(Cl)Cl.O>[CH3:12][C:13]1[C:21]2[N:20]=[C:19]([S:22]([CH2:23][C:24]3[C:29]([CH3:30])=[C:28]([O:31][CH3:32])[C:27]([CH3:33])=[CH:26][N:25]=3)=[O:9])[NH:18][C:17]=2[CH:16]=[C:15]([CH3:34])[C:14]=1[O:35][CH2:36][CH2:37][CH2:38][CH2:39][CH2:40][CH2:41][CH3:42] |f:2.3|. Reported procedure: m-Chloroperbenzoic acid, 91% (1.13 g, 0.0059 mol) dissolved in CH2Cl2 (25 ml) and cooled to -10° C. was added under stirring to 4,6-dimethyl-5-heptyloxy-2-[[(4-methoxy-3,5-dimethyl-2-pyridinyl)methyl]thio]-1H-benzimidazole (2.7 g, 0.0059 mol) dissolved in CH2Cl2 (50 ml) maintaining the temperature at -5° C. Stirring was continued at -5° C. for 10 min. The two phases were separated and then NaOH (0.26 g, 0.0066 mol) dissolved in water (50 ml) was added under vigorous stirring. The two phases were...